This data is from the Open Reaction Database (ORD), a public repository of structured organic reaction records. The task is: describe an organic reaction: reactants, conditions, products, and yield Starting materials: C[O-].[Na+] (sodium methylate), CO (methanol), CO (methanol), C1(=CC=CC=C1)C (toluene), COC(C(C=C)(O)C)OC (1,1-dimethoxy-2-methyl-2-hydroxy-3-butene). Run at time 8 hour. The product is COC(C(C=C)(O)C)OC (1,1-dimethoxy-2-methyl-2-hydroxy-3-butene), COC(C(C=C)(OC(=O)OC)C)OC (1,1-dimethoxy-2-methyl-2-(methoxycarbonyloxy)-3-butene). Reaction SMILES: C1(C)C=CC=CC=1.[CH3:8][O:9][CH:10]([O:16][CH3:17])[C:11]([CH3:15])([OH:14])[CH:12]=[CH2:13].[CH3:18][O-:19].[Na+].[CH3:21][OH:22]>>[CH3:8][O:9][CH:10]([O:16][CH3:17])[C:11]([CH3:15])([OH:14])[CH:12]=[CH2:13].[CH3:8][O:9][CH:10]([O:16][CH3:17])[C:11]([CH3:15])([O:14][C:18]([O:22][CH3:21])=[O:19])[CH:12]=[CH2:13] |f:2.3|. Procedure details: 1,000 parts of toluene and 292 parts of 1,1-dimethoxy-2-methyl-2-hydroxy-3-butene are taken, 437 parts of a 30 percent strength solution of sodium methylate in methanol are then added slowly at from 90° to 100° C. and at the same time the methanol is distilled off, until the internal temperature reaches 107° C. 236 parts of methyl chlorocarbonate are subsequently added at 30° C. and stirring is continued for 8 hours. The mixture is then stirred with 500 parts of water, after which the organic ph... Reactants: Cc1ccc(C(=O)Cl)s1, ClCCl, COc1ccc(Br)c2sc(N)nc12, c1ccncc1. The product is COc1ccc(Br)c2sc(NC(=O)c3ccc(C)s3)nc12. As a reaction SMILES: [CH3:20][c:21]1[cH:22][cH:23][c:24]([C:26](=[O:27])[Cl:28])[s:25]1.[Cl:29][CH2:30][Cl:31].[NH2:1][c:2]1[s:3][c:4]2[c:5]([n:6]1)[c:7]([O:12][CH3:13])[cH:8][cH:9][c:10]2[Br:11].[cH:14]1[cH:15][cH:16][n:17][cH:18][cH:19]1>>[NH:1]([c:2]1[s:3][c:4]2[c:5]([n:6]1)[c:7]([O:12][CH3:13])[cH:8][cH:9][c:10]2[Br:11])[C:26]([c:24]1[cH:23][cH:22][c:21]([CH3:20])[s:25]1)=[O:27]. The reactants are Cc1cc(F)ccc1-c1cc(Cl)nc(Cl)c1C#N, C1CSCCN1, CO. Yields the product Cc1cc(F)ccc1-c1cc(N2CCSCC2)nc(Cl)c1C#N. RXN SMILES: [C:1](#[N:2])[c:3]1[c:4]([Cl:18])[n:5][c:6]([Cl:17])[cH:7][c:8]1-[c:9]1[c:10]([CH3:16])[cH:11][c:12]([F:15])[cH:13][cH:14]1.[CH2:19]1[CH2:20][S:21][CH2:22][CH2:23][NH:24]1.[CH3:25][OH:26]>>[C:1](#[N:2])[c:3]1[c:4]([Cl:18])[n:5][c:6]([N:24]2[CH2:19][CH2:20][S:21][CH2:22][CH2:23]2)[cH:7][c:8]1-[c:9]1[c:10]([CH3:16])[cH:11][c:12]([F:15])[cH:13][cH:14]1. Reactants: C(C)OC(C=[N+]=[N-])=O (Ethyldiazoacetate), [N+](=[N-])=CC(=O)OCC (ethyl diazoacetate), three, resulting solution, alcohol, C(C)(C)(C)OC1=CC=C(C=C)C=C1 (4-tert-Butoxystyrene). The reagents and catalysts are C(C)(C)(C=1OC[C@H](N1)C(C)(C)C)C=1OC[C@H](N1)C(C)(C)C ((R,R)-2,2′-isopropylidenebis(4-tert-butyl-2-oxazoline)). The solvent is COC(C)(C)C (tert-butyl methyl ether), COC(C)(C)C (tert-butyl methyl ether), COC(C)(C)C (tert-butyl methyl ether). Conditions: temperature -10 celsius, time 15 minute. Yields the product C(C)OC(=O)[C@@H]1[C@H](C1)C1=CC=C(C=C1)OC(C)(C)C ((1S,2S)-2-(4-tert-Butoxy-phenyl)-cyclopropanecarboxylic acid ethyl ester). Isolated yield 79.7%. As a reaction SMILES: [C:1]([O:5][C:6]1[CH:13]=[CH:12][C:9]([CH:10]=[CH2:11])=[CH:8][CH:7]=1)([CH3:4])([CH3:3])[CH3:2].[CH2:14]([O:16][C:17](=[O:21])[CH:18]=[N+]=[N-])[CH3:15]>COC(C)(C)C.C(C1OC[C@@H](C(C)(C)C)N=1)(C1OC[C@@H](C(C)(C)C)N=1)(C)C>[CH2:14]([O:16][C:17]([C@H:18]1[CH2:11][C@@H:10]1[C:9]1[CH:12]=[CH:13][C:6]([O:5][C:1]([CH3:2])([CH3:4])[CH3:3])=[CH:7][CH:8]=1)=[O:21])[CH3:15]. Procedure: In a one liter three necked flask equipped with a magnetic stirrer bar, an alcohol thermometer, nitrogen inlet and addition inlet sealed with a suba seal, (R,R)-2,2′-isopropylidenebis(4-tert-butyl-2-oxazoline) (417 mg, 1.42 mmol) and copper(I) trifluoromethanesulfonate benzene complex (714 mg, 1.42 mmol) are dissolved in degassed tert-butyl methyl ether (120 mL) and stirred for 15 minutes under N2. 4-tert-Butoxystyrene (25 g, 142 mmol) is added and the mixture cooled to −10° C. (internal tempera... Reactants: CN1CCNCC1, CN1CCCC1=O, Cc1cc(Cl)c2ccc(COc3ccc(C#N)cc3)cc2n1. Product: Cc1cc(N2CCN(C)CC2)c2ccc(COc3ccc(C#N)cc3)cc2n1. As a reaction SMILES: [CH3:23][N:24]1[CH2:25][CH2:26][NH:27][CH2:28][CH2:29]1.[CH3:30][N:31]1[C:32](=[O:33])[CH2:34][CH2:35][CH2:36]1.[Cl:1][c:2]1[cH:3][c:4]([CH3:22])[n:5][c:6]2[cH:7][c:8]([CH2:12][O:13][c:14]3[cH:15][cH:16][c:17]([C:18]#[N:19])[cH:20][cH:21]3)[cH:9][cH:10][c:11]12>>[c:2]1([N:27]2[CH2:26][CH2:25][N:24]([CH3:23])[CH2:29][CH2:28]2)[cH:3][c:4]([CH3:22])[n:5][c:6]2[cH:7][c:8]([CH2:12][O:13][c:14]3[cH:15][cH:16][c:17]([C:18]#[N:19])[cH:20][cH:21]3)[cH:9][cH:10][c:11]12.